Dataset: the Open Reaction Database (ORD), a public repository of structured organic reaction records. Task: describe an organic reaction: reactants, conditions, products, and yield Reactants: O=C([O-])[O-], CCCCC(CC)CN, CCCCCC, [K+], [K+], O, ClCCOc1ccc2ccccc2c1, c1ccccc1. The product is CCCCC(CC)CNCCOc1ccc2ccccc2c1. As a reaction SMILES: [C:1](=[O:2])([O-:3])[O-:4].[CH2:7]([CH3:8])[CH:9]([CH2:10][NH2:11])[CH2:12][CH2:13][CH2:14][CH3:15].[CH3:30][CH2:31][CH2:32][CH2:33][CH2:34][CH3:35].[K+:5].[K+:6].[OH2:42].[cH:16]1[c:17]([O:26][CH2:27][CH2:28][Cl:29])[cH:18][cH:19][c:20]2[cH:21][cH:22][cH:23][cH:24][c:25]12.[cH:36]1[cH:37][cH:38][cH:39][cH:40][cH:41]1>>[CH2:7]([CH3:8])[CH:9]([CH2:10][NH:11][CH2:28][CH2:27][O:26][c:17]1[cH:16][c:25]2[c:20]([cH:19][cH:18]1)[cH:21][cH:22][cH:23][cH:24]2)[CH2:12][CH2:13][CH2:14][CH3:15]. Reactants: FC1=C(CN2N=C(C3=CC=CC=C23)C2=NC=C(C(=N2)N)OC)C=CC=C1 (2-[1-(2-fluorobenzyl)-1H-indazol-3-yl]-5-methoxypyrimidin-4-amine), BrC1=C(C=NC=C1)C#N (4-bromopyridine-3-carbonitrile), C1(=C(C=CC2=CC=CC=C12)P(C1=CC=CC=C1)C1=CC=CC=C1)C1=C(C=CC2=CC=CC=C12)P(C1=CC=CC=C1)C1=CC=CC=C1 (1,1′-binaphthalene-2,2′-diylbis(diphenylphosphane)), CC(C)(C)[O-].[Na+] (sodium 2-methylpropan-2-olate). The reagents and catalysts are C=1C=CC(=CC1)/C=C/C(=O)/C=C/C2=CC=CC=C2.C=1C=CC(=CC1)/C=C/C(=O)/C=C/C2=CC=CC=C2.C=1C=CC(=CC1)/C=C/C(=O)/C=C/C2=CC=CC=C2.[Pd].[Pd] (Tris(dibenzylideneacetone)dipalladium). The solvent is CN(C=O)C (N,N-dimethylformamide). Yields the product FC1=C(CN2N=C(C3=CC=CC=C23)C2=NC=C(C(=N2)NC2=C(C=NC=C2)C#N)OC)C=CC=C1 (4-({2-[1-(2-fluorobenzyl)-1H-indazol-3-yl]-5-methoxypyrimidin-4-yl}amino)pyridine-3-carbonitrile). Reaction SMILES: [F:1][C:2]1[CH:26]=[CH:25][CH:24]=[CH:23][C:3]=1[CH2:4][N:5]1[C:13]2[C:8](=[CH:9][CH:10]=[CH:11][CH:12]=2)[C:7]([C:14]2[N:19]=[C:18]([NH2:20])[C:17]([O:21][CH3:22])=[CH:16][N:15]=2)=[N:6]1.Br[C:28]1[CH:33]=[CH:32][N:31]=[CH:30][C:29]=1[C:34]#[N:35].C1(C2C3C(=CC=CC=3)C=CC=2P(C2C=CC=CC=2)C2C=CC=CC=2)C2C(=CC=CC=2)C=CC=1P(C1C=CC=CC=1)C1C=CC=CC=1.CC([O-])(C)C.[Na+]>C1C=CC(/C=C/C(/C=C/C2C=CC=CC=2)=O)=CC=1.C1C=CC(/C=C/C(/C=C/C2C=CC=CC=2)=O)=CC=1.C1C=CC(/C=C/C(/C=C/C2C=CC=CC=2)=O)=CC=1.[Pd].[Pd].CN(C)C=O>[F:1][C:2]1[CH:26]=[CH:25][CH:24]=[CH:23][C:3]=1[CH2:4][N:5]1[C:13]2[C:8](=[CH:9][CH:10]=[CH:11][CH:12]=2)[C:7]([C:14]2[N:19]=[C:18]([NH:20][C:28]3[CH:33]=[CH:32][N:31]=[CH:30][C:29]=3[C:34]#[N:35])[C:17]([O:21][CH3:22])=[CH:16][N:15]=2)=[N:6]1 |f:3.4,5.6.7.8.9|. Reported procedure: 175 mg of 2-[1-(2-fluorobenzyl)-1H-indazol-3-yl]-5-methoxypyrimidin-4-amine (1-11-1, 0.501 mmol, 1. eq.), 101 mg of 4-bromopyridine-3-carbonitrile (0.551 mmol, 1.1 eq.), 115 mg of Tris(dibenzylideneacetone)dipalladium (0) (0.125 mmol, 0.25 eq.), 156 mg of 1,1′-binaphthalene-2,2′-diylbis(diphenylphosphane) (0.25 mmol, 0.5 eq), 144 mg of sodium 2-methylpropan-2-olate (97%) (1.503 mmol, 3 eq.) and 52 ml of N,N-dimethylformamide were stirred under nitrogen atmosphere for 30 minutes at 100° C. and 30... The yield is 91.0%. As a reaction SMILES: C([O:9][CH:10]([C:22]1[CH:27]=[CH:26][C:25]([N+:28]([O-:30])=[O:29])=[CH:24][CH:23]=1)[C:11]([C:13]1[CH:18]=[CH:17][C:16]([N+:19]([O-:21])=[O:20])=[CH:15][CH:14]=1)=[O:12])(=O)C1C=CC=CC=1.Br>CS(C)=O>[N+:19]([C:16]1[CH:17]=[CH:18][C:13]([C:11]([C:10]([C:22]2[CH:27]=[CH:26][C:25]([N+:28]([O-:30])=[O:29])=[CH:24][CH:23]=2)=[O:9])=[O:12])=[CH:14][CH:15]=1)([O-:21])=[O:20]. The product is [N+](=O)([O-])C1=CC=C(C=C1)C(=O)C(=O)C1=CC=C(C=C1)[N+](=O)[O-] (4,4′-Dinitrobenzil). Procedure details: Into a 500 mL three-necked, round-bottomed flask equipped with a magnetic stirrer, dropping funnel and nitrogen inlet, 2-benzoyloxy-1,2-bis(4-nitrophenyl)ethanone (15.0 g, 36.9 mmol) was dissolved in DMSO (dimethyl sulfoxide) (150 mL) and stirred until the solution become homogeneous. Then, hydrobromic acid (48%, 50 mL) was added through dropping funnel and stirred at 60° C. During this process, light yellow crystals were separated from the reaction mixture. After the reaction mixture had been a... Starting materials: C(C1=CC=CC=C1)(=O)OC(C(=O)C1=CC=C(C=C1)[N+](=O)[O-])C1=CC=C(C=C1)[N+](=O)[O-] (2-benzoyloxy-1,2-bis(4-nitrophenyl)ethanone), Br (hydrobromic acid). The solvent is CS(=O)C (DMSO). Starting materials: C(C1=CC=CC=C1)OC=1C(=C(N2C1C(N(CC2C)C)=O)Br)C(=O)OCC (ethyl 8-(benzyloxy)-6-bromo-2,4-dimethyl-1-oxo-1,2,3,4-tetrahydro-pyrrolo[1,2-a]-pyrazine-7-carboxylate), C(CCC)[Sn](C=C)(CCCC)CCCC (tri-n-butyl vinyltin). Reagents/catalysts: CC(C)([P](C(C)(C)C)([Pd][P](C(C)(C)C)(C(C)(C)C)C(C)(C)C)C(C)(C)C)C (bis(tri-tert-butylphosphine)palladium(0)). Run in C1(=CC=CC=C1)C (toluene). Conditions: temperature 100 celsius. Product: C(C1=CC=CC=C1)OC=1C(=C(N2C1C(N(CC2C)C)=O)C=C)C(=O)OCC (Ethyl 8-(benzyloxy)-2,4-dimethyl-1-oxo-6-vinyl-1,2,3,4-tetrahydro-pyrrolo[1,2-a]-pyrazine-7-carboxylate). As a reaction SMILES: [CH2:1]([O:8][C:9]1[C:10]([C:22]([O:24][CH2:25][CH3:26])=[O:23])=[C:11](Br)[N:12]2[CH:17]([CH3:18])[CH2:16][N:15]([CH3:19])[C:14](=[O:20])[C:13]=12)[C:2]1[CH:7]=[CH:6][CH:5]=[CH:4][CH:3]=1.[CH2:27]([Sn](CCCC)(CCCC)C=C)[CH2:28]CC>C1(C)C=CC=CC=1.CC(C)([P](C(C)(C)C)([Pd][P](C(C)(C)C)(C(C)(C)C)C(C)(C)C)C(C)(C)C)C>[CH2:1]([O:8][C:9]1[C:10]([C:22]([O:24][CH2:25][CH3:26])=[O:23])=[C:11]([CH:27]=[CH2:28])[N:12]2[CH:17]([CH3:18])[CH2:16][N:15]([CH3:19])[C:14](=[O:20])[C:13]=12)[C:2]1[CH:7]=[CH:6][CH:5]=[CH:4][CH:3]=1 |^1:51,57|. Reported procedure: A mixture of ethyl 8-(benzyloxy)-6-bromo-2,4-dimethyl-1-oxo-1,2,3,4-tetrahydro-pyrrolo[1,2-a]-pyrazine-7-carboxylate (0.5 g, 1.19 mmol), tri-n-butyl vinyltin (0.46 mL, 1.42 mmol), and bis(tri-tert-butylphosphine)palladium(0) (0.12 g, 0.24 mmol) in toluene (6 mL) was purged with nitrogen for 2 minutes and sealed. The mixture was heated in a microwave oven at 100° C. for 10 minutes. The reaction mixture was concentrated under vacuum. The residue was subjected to column chromatography on silica gel... The reactants are ClC1=CC=C(C=C1)\C=C/C1=CC=C(C=C1)S(=O)(=O)N1CC2=C(CC1)OC=C2 ((Z)-5-(4-chlorostilbene-4'-sulfonyl)-4,5,6,7-tetrahydrofuro[3,2-c]pyridine), CNC (dimethylamine), C=O (formaldehyde). The solvent is C(C)(=O)O (acetic acid). Conditions: temperature 100 celsius, time 0.5 hour. The product is CN(C)CC1=CC=2CN(CCC2O1)S(=O)(=O)C1=CC=C(\C=C/C2=CC=C(C=C2)Cl)C=C1 ((Z)-N,N-dimethyl-[5-(4-chlorostilbene-4'-sulfonyl)-4,5,6,7-tetrahydrofuro[3,2-c]pyridin-2-ylmethyl]amine). RXN SMILES: [Cl:1][C:2]1[CH:7]=[CH:6][C:5](/[CH:8]=[CH:9]\[C:10]2[CH:15]=[CH:14][C:13]([S:16]([N:19]3[CH2:24][CH2:23][C:22]4[O:25][CH:26]=[CH:27][C:21]=4[CH2:20]3)(=[O:18])=[O:17])=[CH:12][CH:11]=2)=[CH:4][CH:3]=1.[CH3:28][NH:29][CH3:30].[CH2:31]=O>C(O)(=O)C>[CH3:28][N:29]([CH2:31][C:26]1[O:25][C:22]2[CH2:23][CH2:24][N:19]([S:16]([C:13]3[CH:12]=[CH:11][C:10](/[CH:9]=[CH:8]\[C:5]4[CH:6]=[CH:7][C:2]([Cl:1])=[CH:3][CH:4]=4)=[CH:15][CH:14]=3)(=[O:17])=[O:18])[CH2:20][C:21]=2[CH:27]=1)[CH3:30]. Procedure: To a solution of 0.664 g (1.660 mmol) of (Z)-5-(4-chlorostilbene-4'-sulfonyl)-4,5,6,7-tetrahydrofuro[3,2-c]pyridine in 10 ml of acetic acid, 0.22 g (2.49 mmol) of 50% aqueous dimethylamine and 0.20 g (2.49 mmol) of 37% aqueous formaldehyde were added, followed by stirring at 100° C. for 0.5 hours. After the solvent was distilled off under reduced pressure, the residual solution was alkalified with aqueous sodium hydroxide and extracted with ethyl acetate 3 times. The combined organic layer was d...